This data is from the Open Reaction Database (ORD), a public repository of structured organic reaction records. The task is: describe an organic reaction: reactants, conditions, products, and yield The reactants are C1=CC=CC2=C1CCCCC2CC=O ((6,7,8,9-tetrahydro-5H-5-benzocycloheptenyl)acetaldehyde), C1=CC=CC=C1 (benzene), [Cl-].[NH4+] (ammonium chloride), [H-].[Na+] (sodium hydride), C1=CC=CC=C1 (benzene), CCOP(=O)(OCC)OC(=O)C (diethyl phosphonoacetate). Reaction conditions: temperature 0 celsius, time 10 minute. Yields the product C1=CC=CC2=C1CCCCC2CC=CC(=O)OCC (Ethyl 4-(6,7,8,9-tetrahydro-5H-5-benzocycloheptenyl)-2-butenoate). Yield: 94.0%. As a reaction SMILES: [H-].[Na+].CCOP([O:11][C:12]([CH3:14])=[O:13])(OCC)=O.[CH:15]1[C:20]2[CH2:21][CH2:22][CH2:23][CH2:24][CH:25]([CH2:26][CH:27]=O)[C:19]=2[CH:18]=[CH:17][CH:16]=1.[Cl-].[NH4+].[CH:31]1C=CC=C[CH:32]=1>>[CH:15]1[C:20]2[CH2:21][CH2:22][CH2:23][CH2:24][CH:25]([CH2:26][CH:27]=[CH:14][C:12]([O:11][CH2:31][CH3:32])=[O:13])[C:19]=2[CH:18]=[CH:17][CH:16]=1 |f:0.1,4.5|. Reported procedure: A suspension of sodium hydride (60%, 0.130 g) in anhydrous benzene (5 ml) was slowly added with diethyl phosphonoacetate (0.750 g) at 0° C., and the mixture was stirred at 0° C. for 10 minutes. The mixture was added with a solution of (6,7,8,9-tetrahydro-5H-5-benzocycloheptenyl)acetaldehyde (0.419 g) in anhydrous benzene (5 ml), and the mixture was stirred at 0° C. for 5 minutes, and then refluxed overnight by heating. The reaction mixture was left to cool and then added with saturated aqueous a... Reactants: O=C(NCC1CC2CC2N1)c1cccc2occc12, Cc1nc(C(=O)O)c(-c2cccc(F)c2)s1. Yields the product Cc1nc(C(=O)N2C(CNC(=O)c3cccc4occc34)CC3CC32)c(-c2cccc(F)c2)s1. Reaction SMILES: [CH:1]12[NH:2][CH:3]([CH2:7][NH:8][C:9](=[O:10])[c:11]3[cH:12][cH:13][cH:14][c:15]4[c:16]3[cH:17][cH:18][o:19]4)[CH2:4][CH:5]1[CH2:6]2.[F:20][c:21]1[cH:22][c:23](-[c:27]2[c:28]([C:33](=[O:34])[OH:35])[n:29][c:30]([CH3:32])[s:31]2)[cH:24][cH:25][cH:26]1>>[CH:1]12[N:2]([C:33]([c:28]3[c:27](-[c:23]4[cH:22][c:21]([F:20])[cH:26][cH:25][cH:24]4)[s:31][c:30]([CH3:32])[n:29]3)=[O:34])[CH:3]([CH2:7][NH:8][C:9](=[O:10])[c:11]3[cH:12][cH:13][cH:14][c:15]4[c:16]3[cH:17][cH:18][o:19]4)[CH2:4][CH:5]1[CH2:6]2.